This data is from the Open Reaction Database (ORD), a public repository of structured organic reaction records. The task is: describe an organic reaction: reactants, conditions, products, and yield Reactants: O=C([O-])[O-], CCOC(=O)C(C(=O)OCC)c1ncc([N+](=O)[O-])cc1I, [Na+], [Na+], O=S(=O)(O)O. Yields the product Cc1ncc([N+](=O)[O-])cc1I. RXN SMILES: [C:22](=[O:23])([O-:24])[O-:25].[I:1][c:2]1[c:3]([CH:11]([C:12]([O:13][CH2:14][CH3:15])=[O:16])[C:17]([O:18][CH2:19][CH3:20])=[O:21])[n:4][cH:5][c:6]([N+:8](=[O:9])[O-:10])[cH:7]1.[Na+:26].[Na+:27].[S:28](=[O:29])(=[O:30])([OH:31])[OH:32]>>[I:1][c:2]1[c:3]([CH3:11])[n:4][cH:5][c:6]([N+:8](=[O:9])[O-:10])[cH:7]1. Reactants: CC(C(C)=O)=O (2,3-butanedione), NC1=C2N=C(C(=NC2=CC=C1N)O)O (5,6-diamino-2,3-dihydroxyquinoxaline). Run in O (water), O (water). Reaction conditions: temperature 25 celsius, time 4 hour. Yields the product OC=1C(=NC=2C(=C3N=C(C(=NC3=CC2)C)C)N1)O (2,3-dihydroxy-8,9-dimethylpyrazino(2,3-f)quinoxaline). The yield is 63.5%. RXN SMILES: [NH2:1][C:2]1[C:11]([NH2:12])=[CH:10][CH:9]=[C:8]2[C:3]=1[N:4]=[C:5]([OH:14])[C:6]([OH:13])=[N:7]2.[CH3:15][C:16](=O)[C:17](=O)[CH3:18]>O>[OH:14][C:5]1[C:6]([OH:13])=[N:7][C:8]2[C:3]([N:4]=1)=[C:2]1[C:11](=[CH:10][CH:9]=2)[N:12]=[C:17]([CH3:18])[C:16]([CH3:15])=[N:1]1. Procedure details: A mixture of 0,5 g (2,6 mmol) 5,6-diamino-2,3-dihydroxyquinoxaline and 10 ml water was at 50° C. added a solution of 0,45 g (5,2 mmol) 2,3-butanedione in 5 ml water. The reaction mixture was stirred at 50° for 4 h. After cooling to 25° C., the precipitate was filtered off and washed with water. The crude product was dissolved in 2N sodium hydroxide and reprecipitated with 2N hydrochloric acid to pH 6-7 to give 0,4 g (64%) 2,3-dihydroxy-8,9-dimethylpyrazino(2,3-f)quinoxaline, m.p.>300° C. NMR (DM... Starting materials: CC1(C)OB(c2ccc(N)cc2)OC1(C)C, CN(C)CC(=O)Cl, CCN(C(C)C)C(C)C, ClCCl. The product is CN(C)CC(=O)Nc1ccc(B2OC(C)(C)C(C)(C)O2)cc1. Reaction SMILES: [CH3:1][C:2]1([CH3:16])[O:3][B:4]([c:9]2[cH:10][cH:11][c:12]([NH2:15])[cH:13][cH:14]2)[O:5][C:6]1([CH3:7])[CH3:8].[CH3:26][N:27]([CH2:28][C:29](=[O:30])[Cl:31])[CH3:32].[CH:17]([N:18]([CH:19]([CH3:20])[CH3:21])[CH2:22][CH3:23])([CH3:24])[CH3:25].[Cl:33][CH2:34][Cl:35]>>[CH3:1][C:2]1([CH3:16])[O:3][B:4]([c:9]2[cH:10][cH:11][c:12]([NH:15][C:29]([CH2:28][N:27]([CH3:26])[CH3:32])=[O:30])[cH:13][cH:14]2)[O:5][C:6]1([CH3:7])[CH3:8]. Starting materials: C(=O)(O)CCC\C=C\1/C[C@H]2C[C@H]([C@@H]([C@H]2C1)\C=C\[C@H](C(CC#CC)C)O)O ((1S,2R,3R,5S)-7-[(E)-4-carboxybutylidene]-2-[(3S,1E)-3-hydroxy-4-methyl-6-octyne-1-enyl]-3-hydroxybicyclo[3.3.0]octane), [Cl-].[NH4+] (ammonium chloride), C(=O)(N1C=NC=C1)N1C=NC=C1 (1,1′-carbonyldiimidazole), N1CCOCC1 (morpholine). Solvent: CN(C=O)C (dimethylformamide). Reaction conditions: temperature 50 celsius, time 1.5 hour. Product: O1CCN(CC1)CCCC\C=C\1/C[C@H]2C[C@H]([C@@H]([C@H]2C1)\C=C\[C@H](C(CC#CC)C)O)O ((1S,2R,3R,5S)-7-[(E)-5-morpholinopentylidene]-2-[(3S,1E)-3-hydroxy-4-methyl-6-octyne-1-enyl]-3-hydroxybicyclo[3.3.0]octane). Isolated yield 30.4%. Reaction SMILES: [C:1]([CH2:4][CH2:5][CH2:6]/[CH:7]=[C:8]1\[CH2:9][C@@H:10]2[C@H:14]([CH2:15]\1)[C@@H:13](/[CH:16]=[CH:17]/[C@@H:18]([OH:25])[CH:19]([CH3:24])[CH2:20][C:21]#[C:22][CH3:23])[C@H:12]([OH:26])[CH2:11]2)(O)=O.C(N1C=CN=C1)(N1C=CN=C1)=O.[NH:39]1[CH2:44][CH2:43][O:42][CH2:41][CH2:40]1.[Cl-].[NH4+]>CN(C)C=O>[O:42]1[CH2:43][CH2:44][N:39]([CH2:1][CH2:4][CH2:5][CH2:6]/[CH:7]=[C:8]2\[CH2:9][C@@H:10]3[C@H:14]([CH2:15]\2)[C@@H:13](/[CH:16]=[CH:17]/[C@@H:18]([OH:25])[CH:19]([CH3:24])[CH2:20][C:21]#[C:22][CH3:23])[C@H:12]([OH:26])[CH2:11]3)[CH2:40][CH2:41]1 |f:3.4|. Procedure: 20 mg of (1S,2R,3R,5S)-7-[(E)-4-carboxybutylidene]-2-[(3S,1E)-3-hydroxy-4-methyl-6-octyne-1-enyl]-3-hydroxybicyclo[3.3.0]octane was taken and dissolved in 2 mL of dimethylformamide. After addition of 20 mg of 1,1′-carbonyldiimidazole, it was stirred at 50° C. for 1.5 hours. It was then cooled to ambient temperature, and 100 mg of morpholine was added. After stirring at 50° C. for 2 hours, an aqueous solution saturated with ammonium chloride was added and extraction was performed with ethyl aceta... Reactants: COc1ccc(CCCO)cc1, ClCCl, O=[Cr](=O)([O-])Cl, c1cc[nH+]cc1. Yields the product COc1ccc(CCC=O)cc1. RXN SMILES: [CH3:1][O:2][c:3]1[cH:4][cH:5][c:6]([CH2:9][CH2:10][CH2:11][OH:12])[cH:7][cH:8]1.[Cl:24][CH2:25][Cl:26].[O:13]=[Cr:14]([Cl:15])([O-:16])=[O:17].[nH+:18]1[cH:19][cH:20][cH:21][cH:22][cH:23]1>>[CH3:1][O:2][c:3]1[cH:4][cH:5][c:6]([CH2:9][CH2:10][CH:11]=[O:12])[cH:7][cH:8]1. Reactants: N1=CN=C(C=C1)C1=CC=C(OCCCCN2C(C3=CC=CC=C3C2=O)=O)C=C1 (2-[4-[4-(Pyrimidin-4-yl)phenoxy]butyl]-1H-isoindole-1,3(2H)-dione), NN (hydrazine). Solvent: C(C)O (ethanol). Yields the product hydrochloride salt, N1=CN=C(C=C1)C1=CC=C(OCCCCN)C=C1 (4-[4-(Pyrimidin-4-yl)phenoxy]butaneamine). Reaction SMILES: [N:1]1[CH:6]=[CH:5][C:4]([C:7]2[CH:28]=[CH:27][C:10]([O:11][CH2:12][CH2:13][CH2:14][CH2:15][N:16]3C(=O)C4C(=CC=CC=4)C3=O)=[CH:9][CH:8]=2)=[N:3][CH:2]=1.NN>C(O)C>[N:1]1[CH:6]=[CH:5][C:4]([C:7]2[CH:28]=[CH:27][C:10]([O:11][CH2:12][CH2:13][CH2:14][CH2:15][NH2:16])=[CH:9][CH:8]=2)=[N:3][CH:2]=1. Procedure: A suspension of 4.6 g of 2-[4-[4-(pyrimidin-4-yl)phenoxy]butyl]-1H-isoindole-1,3(2H)-dione (Example 45) in 200 ml of boiling ethanol is treated with 0.8 ml of anhydrous hydrazine, and the mixture then refluxed for 9 hours. The hot suspension is filtered. The precipitate is washed with 125 ml of 1.5N HCl. The combined HCl and ethanolic filtrates are taken to dryness in vacuo to obtain the hydrochloride salt of the title compound. Mass spectrometry shows the residue to be the tide compound and the...